From a dataset of the Open Reaction Database (ORD), a public repository of structured organic reaction records. describe an organic reaction: reactants, conditions, products, and yield Starting materials: C(=O)=O (dry ice), CS(=O)(=O)O (methanesulfonic acid), C(=C)N1C=NC=C1 (N-vinylimidazole), resultant mixture. Run in C(C)OCC (diethyl ether). Product: CS(=O)(=O)[O-].C(=C)[N+]1=CNC=C1 (N-vinylimidazolium methanesulfonate). Yield: 95.0%. As a reaction SMILES: [CH3:1][S:2]([OH:5])(=[O:4])=[O:3].[CH:6]([N:8]1[CH:12]=[CH:11][N:10]=[CH:9]1)=[CH2:7].C(=O)=O>C(OCC)C>[CH3:1][S:2]([O-:5])(=[O:4])=[O:3].[CH:6]([N+:8]1[CH:12]=[CH:11][NH:10][CH:9]=1)=[CH2:7] |f:4.5|. Reported procedure: First, 7 ml of methanesulfonic acid was added to 10 g of N-vinylimidazole, and the resultant mixture was stirred for 3 hours at a temperature kept at 0° C. and then added dropwise to diethyl ether cooled with dry ice. The resultant mixture was rapidly filtered by suction using a Nutsche aspirator provided with a glass filter to recover crystals on the glass filter. The crystals were dried to obtain 19.2 g of N-vinylimidazolium methanesulfonate. The yield was 95%, and the melting point was 5° C. Starting materials: C1CCOC1, CS(=O)(=N[N+](=O)[O-])c1cccc([N+](=O)[O-])c1, Cl, [Na+], [OH-]. Product: CS(=O)(=N[N+](=O)[O-])c1cccc(N)c1. RXN SMILES: [CH2:19]1[O:20][CH2:21][CH2:22][CH2:23]1.[CH3:1][S:2](=[O:3])(=[N:4][N+:5](=[O:6])[O-:7])[c:8]1[cH:9][c:10]([N+:14]([O-:15])=[O:16])[cH:11][cH:12][cH:13]1.[ClH:24].[Na+:18].[OH-:17]>>[CH3:1][S:2](=[O:3])(=[N:4][N+:5](=[O:6])[O-:7])[c:8]1[cH:9][c:10]([NH2:14])[cH:11][cH:12][cH:13]1. The reactants are C1(CCC1)C(=O)N1CC2=C(N=NC(=C2)NN)CC1 (6-cyclobutanecarbonyl-3-hydrazino-5,6,7,8-tetrahydropyrido[4,3-c]pyridazine), CC(=O)C (acetone). The reagents and catalysts are C(C)(=O)O (acetic acid). Product: C1(CCC1)C(=O)N1CC2=C(N=NC(=C2)NN=C(C)C)CC1 (6-Cyclobutanecarbonyl-3-isopropylidenehydrazino-5,6,7,8-tetrahydropyrido[4,3-c]pyridazine). Reaction SMILES: [CH:1]1([C:5]([N:7]2[CH2:18][CH2:17][C:10]3[N:11]=[N:12][C:13]([NH:15][NH2:16])=[CH:14][C:9]=3[CH2:8]2)=[O:6])[CH2:4][CH2:3][CH2:2]1.[CH3:19][C:20]([CH3:22])=O>C(O)(=O)C>[CH:1]1([C:5]([N:7]2[CH2:18][CH2:17][C:10]3[N:11]=[N:12][C:13]([NH:15][N:16]=[C:20]([CH3:22])[CH3:19])=[CH:14][C:9]=3[CH2:8]2)=[O:6])[CH2:2][CH2:3][CH2:4]1. Reported procedure: A solution of 5.8 g of 6-cyclobutanecarbonyl-3-hydrazino-5,6,7,8-tetrahydropyrido[4,3-c]pyridazine in 50 cc of acetone and 2 drops of glacial acetic acid is heated at reflux on a water bath for 30 minutes. The crude product obtained as a brown oil is crystallized with absolute ethanol. The title compound has a M.P. of 175°-178° (decomp., from acetone/ether). Starting materials: C(C)(C)(C)OC(CCN)=O (beta-alanine tert-butyl ester), TEA, ClC=1C(=NC=C(C#N)C1)Cl (5,6-dichloronicotinonitrile). Conditions: time 24 hour. The product is ClC=1C(=NC=C(C1)C#N)NCCC(=O)OC(C)(C)C (tert-butyl 3-[(3-chloro-5-cyanopyridin-2-yl)amino]propanoate), powder. Yield: 72.0%. Reaction SMILES: [C:1]([O:5][C:6](=[O:10])[CH2:7][CH2:8][NH2:9])([CH3:4])([CH3:3])[CH3:2].[Cl:11][C:12]1[C:13](Cl)=[N:14][CH:15]=[C:16]([CH:19]=1)[C:17]#[N:18]>>[Cl:11][C:12]1[C:13]([NH:9][CH2:8][CH2:7][C:6]([O:5][C:1]([CH3:4])([CH3:3])[CH3:2])=[O:10])=[N:14][CH:15]=[C:16]([C:17]#[N:18])[CH:19]=1. Reported procedure: A mixture of beta-alanine tert-butyl ester (5.88 g, 40.4 mmol), TEA (5.6 mL, 40.4 mmol) and 5,6-dichloronicotinonitrile (Bionet GC-0755, 7.0 g, 40.4 mmol) was prepared and stirred at RT for 24 hours. The reaction mixture was filtered to remove inorganic solids and filtrate was concentrated under reduced pressure. The residue taken up with EtOAc (100 mL) and washed with water (2×100 mL). The organic layer was dried (Na2SO4) and concentrated under reduced pressure. After purification by flash chro... Starting materials: BrCCOC1CCCCO1, COC(=O)C1CC(O)C(N=[N+]=[N-])C1. Yields the product COC(=O)C1CC(N=[N+]=[N-])C(OCCOC2CCCCO2)C1. Reaction SMILES: [Br:14][CH2:15][CH2:16][O:17][CH:18]1[O:19][CH2:20][CH2:21][CH2:22][CH2:23]1.[CH3:1][O:2][C:3](=[O:4])[CH:5]1[CH2:6][CH:7]([N:11]=[N+:12]=[N-:13])[CH:8]([OH:10])[CH2:9]1>>[CH3:1][O:2][C:3](=[O:4])[CH:5]1[CH2:6][CH:7]([N:11]=[N+:12]=[N-:13])[CH:8]([O:10][CH2:15][CH2:16][O:17][CH:18]2[O:19][CH2:20][CH2:21][CH2:22][CH2:23]2)[CH2:9]1. The reactants are FC(C(C=1C=CC=2N(C1)C(=NN2)C2=NC1=CC(=CC=C1C=C2)C(NC(C)C)=O)N2C[C@H](CC2)NC(OC(C)(C)C)=O)(F)F (tert-butyl (3S)-1-(2,2,2-trifluoro-1-(3-(7-(isopropylcarbamoyl)quinolin-2-yl)-[1,2,4]triazolo[4,3-a]pyridin-6-yl)ethyl)pyrrolidin-3-ylcarbamate), Cl (HCl). Solvent: C(Cl)Cl (DCM), CC(C)O (IPA). Conditions: time 1 hour. Product: Cl.Cl.N[C@@H]1CN(CC1)C(C(F)(F)F)C=1C=CC=2N(C1)C(=NN2)C2=NC1=CC(=CC=C1C=C2)C(=O)NC(C)C (2-(6-(1-((S)-3-aminopyrrolidin-1-yl)-2,2,2-trifluoroethyl)-[1,2,4]triazolo[4,3-a]pyridin-3-yl)-N-isopropylquinoline-7-carboxamide dihydrochloride). Yield: 103.4%. As a reaction SMILES: [F:1][C:2]([F:43])([F:42])[CH:3]([N:29]1[CH2:33][CH2:32][C@H:31]([NH:34]C(=O)OC(C)(C)C)[CH2:30]1)[C:4]1[CH:5]=[CH:6][C:7]2[N:8]([C:10]([C:13]3[CH:22]=[CH:21][C:20]4[C:15](=[CH:16][C:17]([C:23](=[O:28])[NH:24][CH:25]([CH3:27])[CH3:26])=[CH:18][CH:19]=4)[N:14]=3)=[N:11][N:12]=2)[CH:9]=1.[ClH:44]>C(Cl)Cl.CC(O)C>[ClH:44].[ClH:44].[NH2:34][C@H:31]1[CH2:32][CH2:33][N:29]([CH:3]([C:4]2[CH:5]=[CH:6][C:7]3[N:8]([C:10]([C:13]4[CH:22]=[CH:21][C:20]5[C:15](=[CH:16][C:17]([C:23]([NH:24][CH:25]([CH3:27])[CH3:26])=[O:28])=[CH:18][CH:19]=5)[N:14]=4)=[N:11][N:12]=3)[CH:9]=2)[C:2]([F:43])([F:42])[F:1])[CH2:30]1 |f:4.5.6|. Procedure details: To a solution of tert-butyl (3S)-1-(2,2,2-trifluoro-1-(3-(7-(isopropylcarbamoyl)quinolin-2-yl)-[1,2,4]triazolo[4,3-a]pyridin-6-yl)ethyl)pyrrolidin-3-ylcarbamate (0.023 g, 0.039 mmol) in DCM (0.5 mL) was added 5 N HCl (0.39 mL, 1.92 mmol) in IPA. The mixture was stirred at ambient temperature for 1 hour. The solvent was removed under reduced pressure to give 2-(6-(1-((S)-3-aminopyrrolidin-1-yl)-2,2,2-trifluoroethyl)-[1,2,4]triazolo[4,3-a]pyridin-3-yl)-N-isopropylquinoline-7-carboxamide dihydrochl... The reactants are CS(=O)(=O)Cl, CN(C)C=O, O=C(c1ccc2[nH]c(C(=O)N3CCOCC3)cc2c1)N1CCN(C2CCCC2)CC1, [H-], [Na+]. The product is CS(=O)(=O)n1c(C(=O)N2CCOCC2)cc2cc(C(=O)N3CCN(C4CCCC4)CC3)ccc21. RXN SMILES: [CH3:33][S:34]([Cl:35])(=[O:36])=[O:37].[CH3:38][N:39]([CH3:40])[CH:41]=[O:42].[CH:1]1([N:6]2[CH2:7][CH2:8][N:9]([C:12](=[O:13])[c:14]3[cH:15][c:16]4[cH:17][c:18]([C:23](=[O:24])[N:25]5[CH2:26][CH2:27][O:28][CH2:29][CH2:30]5)[nH:19][c:20]4[cH:21][cH:22]3)[CH2:10][CH2:11]2)[CH2:2][CH2:3][CH2:4][CH2:5]1.[H-:31].[Na+:32]>>[CH:1]1([N:6]2[CH2:7][CH2:8][N:9]([C:12](=[O:13])[c:14]3[cH:15][c:16]4[cH:17][c:18]([C:23](=[O:24])[N:25]5[CH2:26][CH2:27][O:28][CH2:29][CH2:30]5)[n:19]([S:34]([CH3:33])(=[O:36])=[O:37])[c:20]4[cH:21][cH:22]3)[CH2:10][CH2:11]2)[CH2:2][CH2:3][CH2:4][CH2:5]1. Reactants: C(C)(=O)OCC1=CC2=C(SC(=C2)S(N)(=O)=O)C=C1 (5-acetoxymethyl-2-sulfamoylbenzo[b]thiophene). The solvent is [OH-].[K+] (KOH), CO (methanol). Product: OCC1=CC2=C(SC(=C2)S(N)(=O)=O)C=C1 (5-Hydroxymethyl-2-sulfamoylbenzo[b]thiophene). The yield is 38.8%. Reaction SMILES: C([O:4][CH2:5][C:6]1[CH:18]=[CH:17][C:9]2[S:10][C:11]([S:13](=[O:16])(=[O:15])[NH2:14])=[CH:12][C:8]=2[CH:7]=1)(=O)C>[OH-].[K+].CO>[OH:4][CH2:5][C:6]1[CH:18]=[CH:17][C:9]2[S:10][C:11]([S:13](=[O:15])(=[O:16])[NH2:14])=[CH:12][C:8]=2[CH:7]=1 |f:1.2|. Procedure details: A solution of 5-acetoxymethyl-2-sulfamoylbenzo[b]thiophene (5.6 g, 19.6 mmol) in 25 ml of 1M aqueous KOH and 25 ml of methanol was stirred at room temperature for 2 hours and at reflux for 21/2 hours. The mixture was filtered and the methanol was removed in vacuo. The remaining aqueous suspension was acidified with excess 6N HCl and the solid was filtered, washed with ice water and dried. The crude material (3.1 g) was chromatographed on silica gel using 5% (V/V) methanol in chloroform. Product ...